From a dataset of the Open Reaction Database (ORD), a public repository of structured organic reaction records. describe an organic reaction: reactants, conditions, products, and yield Starting materials: BrC=1C=C(C(=O)NC2=CC(=CC=C2)C(F)(F)F)C=C(C1)OC1=NC=CC=C1C1=NC(=NC=C1)NC (3-Bromo-5-[3-(2-methylamino-pyrimidin-4-yl)-pyridin-2-yloxy]-N-(3-trifluoromethyl-phenyl)-benzamide), C(C)#N (acetonitrile), C[Si](C)(C)C#C (trimethylsilyl acetylene). The reagents and catalysts are Cl[Pd]([P](C1=CC=CC=C1)(C2=CC=CC=C2)C3=CC=CC=C3)([P](C4=CC=CC=C4)(C5=CC=CC=C5)C6=CC=CC=C6)Cl (PdCl2(PPh3)2), [Cu]I (CuI). Solvent: CCN(CC)CC (Et3N). Conditions: temperature 85 celsius, time 1 hour. Product: C(#C)C=1C=C(C(=O)NC2=CC(=CC=C2)C(F)(F)F)C=C(C1)OC1=NC=CC=C1C1=NC(=NC=C1)NC (3-Ethynyl-5-[3-(2-methylamino-pyrimidin-4-yl)-pyridin-2-yloxy]-N-(3-trifluoromethyl-phenyl)-benzamide). As a reaction SMILES: Br[C:2]1[CH:3]=[C:4]([CH:18]=[C:19]([O:21][C:22]2[C:27]([C:28]3[CH:33]=[CH:32][N:31]=[C:30]([NH:34][CH3:35])[N:29]=3)=[CH:26][CH:25]=[CH:24][N:23]=2)[CH:20]=1)[C:5]([NH:7][C:8]1[CH:13]=[CH:12][CH:11]=[C:10]([C:14]([F:17])([F:16])[F:15])[CH:9]=1)=[O:6].[C:36](#N)[CH3:37].C[Si](C#C)(C)C>Cl[Pd](Cl)([P](C1C=CC=CC=1)(C1C=CC=CC=1)C1C=CC=CC=1)[P](C1C=CC=CC=1)(C1C=CC=CC=1)C1C=CC=CC=1.[Cu]I.CCN(CC)CC>[C:36]([C:2]1[CH:3]=[C:4]([CH:18]=[C:19]([O:21][C:22]2[C:27]([C:28]3[CH:33]=[CH:32][N:31]=[C:30]([NH:34][CH3:35])[N:29]=3)=[CH:26][CH:25]=[CH:24][N:23]=2)[CH:20]=1)[C:5]([NH:7][C:8]1[CH:13]=[CH:12][CH:11]=[C:10]([C:14]([F:16])([F:15])[F:17])[CH:9]=1)=[O:6])#[CH:37] |^1:47,66|. Procedure details: To a solution of 3-Bromo-5-[3-(2-methylamino-pyrimidin-4-yl)-pyridin-2-yloxy]-N-(3-trifluoromethyl-phenyl)-benzamide (110 mg, 0.20 mmol), acetonitrile (5 mL) and Et3N (1 mL) in a sealed tube was added trimethylsilyl acetylene (0.14 mL, 1.0 mmol) followed by PdCl2(PPh3)2 (14 mg, 0.02 mmol) and CuI (4.0 mg, 0.02 mmol). The tube was sealed and heated at 85° C. for 15 h. The mixture was allowed to cool to room temperature and concentrated under reduced pressure. The resulting crude mixture was recon... The reactants are C(C)(C)(C)C1=C(C(=CC2=C1CC(O2)(C(=O)O)C)C(C)(C)C)O[Si](C)(C)C (4,6-di-t-butyl-2-methyl-5-trimethylsilyloxy-2,3-dihydrobenzofuran-2-carboxylic acid), [F-].C(CCC)[N+](CCCC)(CCCC)CCCC (tetra-n-butylammonium fluoride). Run in C1CCOC1 (THF). Run at time 1 hour. Yields the product C(C)(C)(C)C1=C(C(=CC2=C1CC(O2)(C(=O)O)C)C(C)(C)C)O (4,6-di-t-butyl-5-hydroxy-2-methyl-2,3-dihydrobenzofuran-2-carboxylic acid). The yield is 91.0%. Reaction SMILES: [C:1]([C:5]1[C:10]2[CH2:11][C:12]([CH3:17])([C:14]([OH:16])=[O:15])[O:13][C:9]=2[CH:8]=[C:7]([C:18]([CH3:21])([CH3:20])[CH3:19])[C:6]=1[O:22][Si](C)(C)C)([CH3:4])([CH3:3])[CH3:2].[F-].C([N+](CCCC)(CCCC)CCCC)CCC>C1COCC1>[C:1]([C:5]1[C:10]2[CH2:11][C:12]([CH3:17])([C:14]([OH:16])=[O:15])[O:13][C:9]=2[CH:8]=[C:7]([C:18]([CH3:21])([CH3:20])[CH3:19])[C:6]=1[OH:22])([CH3:4])([CH3:3])[CH3:2] |f:1.2|. Procedure: Under a nitrogen atmosphere, a solution of 0.19 g of 4,6-di-t-butyl-2-methyl-5-trimethylsilyloxy-2,3-dihydrobenzofuran-2-carboxylic acid in 1 ml of THF was cooled to 0° C. and 1 ml of tetra-n-butylammonium fluoride (1.0 mmol/ml THF solution) was added dropwise to this solution and the mixture was stirred for 1 hour. After the reaction was quenched by adding a saturated aqueous ammonium chloride solution, the mixture was extracted with water and diethyl ether, and the combined organic layers were... Starting materials: C1CCOC1, Cc1ccc(Sc2ccc(C(=O)O)cc2)c([N+](=O)[O-])c1, CN1CCOCC1, N, O. Yields the product Cc1ccc(Sc2ccc(C(N)=O)cc2)c([N+](=O)[O-])c1. RXN SMILES: [CH2:30]1[O:31][CH2:32][CH2:33][CH2:34]1.[CH3:1][c:2]1[cH:3][c:4]([N+:18](=[O:19])[O-:20])[c:5]([S:8][c:9]2[cH:10][cH:11][c:12]([C:13](=[O:14])[OH:15])[cH:16][cH:17]2)[cH:6][cH:7]1.[CH3:21][N:22]1[CH2:23][CH2:24][O:25][CH2:26][CH2:27]1.[NH3:28].[OH2:29]>>[CH3:1][c:2]1[cH:3][c:4]([N+:18](=[O:19])[O-:20])[c:5]([S:8][c:9]2[cH:10][cH:11][c:12]([C:13](=[O:14])[NH2:22])[cH:16][cH:17]2)[cH:6][cH:7]1. The reactants are C(C)(=O)OCCCCCC1C(CCC1=O)C#N (2-(5-acetoxypentyl)-3-oxo-cyclopentane-carbonitrile), S(O)(O)(=O)=O (sulfuric acid), C(=O)(O)[O-].[Na+] (NaHCO3). The solvent is CO (methanol). Yields the product OCCCCCC1C(CCC1=O)C#N (2-(5-hydroxypentyl)-3-oxo-cyclopentane-carbonitrile). As a reaction SMILES: C([O:4][CH2:5][CH2:6][CH2:7][CH2:8][CH2:9][CH:10]1[C:14](=[O:15])[CH2:13][CH2:12][CH:11]1[C:16]#[N:17])(=O)C.S(=O)(=O)(O)O.C([O-])(O)=O.[Na+]>CO>[OH:4][CH2:5][CH2:6][CH2:7][CH2:8][CH2:9][CH:10]1[C:14](=[O:15])[CH2:13][CH2:12][CH:11]1[C:16]#[N:17] |f:2.3|. Procedure details: 102 g of 2-(5-acetoxypentyl)-3-oxo-cyclopentane-carbonitrile were stirred for 16 hours at room temperature in 1 l of methanol with 5 ml of concentrated sulfuric acid, 10 g of NaHCO3 were added, the solvent was concentrated under reduced pressure, the oily residue was absorbed in acetic acid ester, washed with water and concentrated. Reactants: CC=1NC(C(=C2C1C(C=1C=CC=CC12)=O)C#N)=O (3,9-dihydro-1-methyl-3,9-dioxo-2H-indeno[2,1-c]pyridine-4-carbonitrile), S(O)(O)(=O)=O (sulfuric acid). Solvent: O (water), O (water). Product: CC=1NC(C(=C2C1C(C=1C=CC=CC12)=O)C(=O)N)=O (3,9-dihydro-1-methyl-3,9-dioxo-2H-indeno[2,1-c]pyridine-4-carboxamide). As a reaction SMILES: [CH3:1][C:2]1[NH:3][C:4](=[O:18])[C:5]([C:16]#[N:17])=[C:6]2[C:14]3[CH:13]=[CH:12][CH:11]=[CH:10][C:9]=3[C:8](=[O:15])[C:7]=12.S(=O)(=O)(O)[OH:20]>O>[CH3:1][C:2]1[NH:3][C:4](=[O:18])[C:5]([C:16]([NH2:17])=[O:20])=[C:6]2[C:14]3[CH:13]=[CH:12][CH:11]=[CH:10][C:9]=3[C:8](=[O:15])[C:7]=12. Procedure details: A mixture of approximately 2 parts of 3,9-dihydro-1-methyl-3,9-dioxo-2H-indeno[2,1-c]pyridine-4-carbonitrile, 37 parts of concentrated sulfuric acid, and 1 part of water is heated at 90°-95° for 2 hours, then slowly diluted with 175 parts of water. The precipitate which forms is filtered off, washed with methanol, dried in vacuo, and crystallized from aqueous N,N-dimethylformamide to give 3,9-dihydro-1-methyl-3,9-dioxo-2H-indeno[2,1-c]pyridine-4-carboxamide as a pale yellow solid melting above 3... The reactants are C(C)(C)(C)OC(NC1=C(C=C(C(=C1)OCC)C(F)(F)F)N)=O ((2-amino-5-ethoxy-4-trifluoromethyl-phenyl)-carbamic acid tert-butyl ester), C(C)(C)(C)OC(CC(C1=CC(=CC=C1)C=1C=NC=CC1)=O)=O (3-oxo-3-(3-pyridin-3-yl-phenyl)-propionic acid tert-butyl ester). The product is C(C)(C)(C)OC(NC1=C(C=C(C(=C1)OCC)C(F)(F)F)NC(CC(C1=CC(=CC=C1)C=1C=NC=CC1)=O)=O)=O ({5-Ethoxy-2-[3-oxo-3-(3-pyridin-3-yl-phenyl)-propionylamino]-4-trifluoromethyl-phenyl}-carbamic acid tert-butyl ester), solid. Isolated yield 66.0%. Reaction SMILES: [C:1]([O:5][C:6](=[O:22])[NH:7][C:8]1[CH:13]=[C:12]([O:14][CH2:15][CH3:16])[C:11]([C:17]([F:20])([F:19])[F:18])=[CH:10][C:9]=1[NH2:21])([CH3:4])([CH3:3])[CH3:2].C([O:27][C:28](=O)[CH2:29][C:30](=[O:43])[C:31]1[CH:36]=[CH:35][CH:34]=[C:33]([C:37]2[CH:38]=[N:39][CH:40]=[CH:41][CH:42]=2)[CH:32]=1)(C)(C)C>>[C:1]([O:5][C:6](=[O:22])[NH:7][C:8]1[CH:13]=[C:12]([O:14][CH2:15][CH3:16])[C:11]([C:17]([F:20])([F:19])[F:18])=[CH:10][C:9]=1[NH:21][C:28](=[O:27])[CH2:29][C:30](=[O:43])[C:31]1[CH:36]=[CH:35][CH:34]=[C:33]([C:37]2[CH:38]=[N:39][CH:40]=[CH:41][CH:42]=2)[CH:32]=1)([CH3:2])([CH3:3])[CH3:4]. Procedure: The title compound was prepared from (2-amino-5-ethoxy-4-trifluoromethyl-phenyl)-carbamic acid tert-butyl ester (Example J8) (240 mg, 0.75 mmol) and 3-oxo-3-(3-pyridin-3-yl-phenyl)-propionic acid tert-butyl ester (Example K1) (223 mg, 0.75 mmol) according to the general procedure M. Obtained as a light yellow solid (271 mg, 66%). The reactants are C[Mg]Br (methyl magnesium bromide), [Cl-].[Ce+3].[Cl-].[Cl-] (Cerium chloride), C1CCOC1 (THF), COC(=O)C1N(CC(CC1)=O)C(=O)OC(C)(C)C (5-Oxo-piperidine-1,2-dicarboxylic acid 1-tert-butyl ester 2-methyl ester), C[Mg]Br (Methyl magnesium bromide), solution. Run in [NH4+].[Cl-] (NH4Cl), CCOCC (ether). Conditions: time 1.5 hour. The product is COC(=O)C1N(CC(CC1)(C)O)C(=O)OC(C)(C)C (5-hydroxy-5-methyl-piperidine-1,2-dicarboxylic acid 1-tert-butyl ester 2-methyl ester). Reaction SMILES: [Cl-].[Ce+3].[Cl-].[Cl-].[CH2:5]1COCC1.[CH3:10][O:11][C:12]([CH:14]1[CH2:19][CH2:18][C:17](=[O:20])[CH2:16][N:15]1[C:21]([O:23][C:24]([CH3:27])([CH3:26])[CH3:25])=[O:22])=[O:13].C[Mg]Br>CCOCC.[NH4+].[Cl-]>[CH3:10][O:11][C:12]([CH:14]1[CH2:19][CH2:18][C:17]([OH:20])([CH3:5])[CH2:16][N:15]1[C:21]([O:23][C:24]([CH3:27])([CH3:26])[CH3:25])=[O:22])=[O:13] |f:0.1.2.3,8.9|. Procedure: Cerium chloride (0.21 g, 0.86 mmol) was dried in vacuo at 90° C. for 1 hour, then at 140° C. for 1.5 hours. After cooling to room temperature, 2.8 mL of THF was added, and the suspension was stirred for 1 hour. 5-Oxo-piperidine-1,2-dicarboxylic acid 1-tert-butyl ester 2-methyl ester (0.10 g, 0.39 mmol) was added, and the mixture was stirred at 0° C. for 2 hour. Methyl magnesium bromide (0.14 mL of a 3M solution in ether) was added dropwise at −50° C, and the mixture was immediately warmed to roo... The solvent is C(Cl)Cl (DCM), C1CCOC1 (THF). RXN SMILES: [N:1]([CH:4]1[CH:10](O)[CH2:9][CH2:8][N:7]([C:12]([O:14][CH2:15][C:16]2[CH:21]=[CH:20][CH:19]=[CH:18][CH:17]=2)=[O:13])[CH2:6][CH2:5]1)=[N+:2]=[N-:3].COCCN(S(F)(F)[F:32])CCOC.C([O-])(O)=O.[Na+]>C(Cl)Cl.C1COCC1>[N:1]([CH:4]1[CH:10]([F:32])[CH2:9][CH2:8][N:7]([C:12]([O:14][CH2:15][C:16]2[CH:21]=[CH:20][CH:19]=[CH:18][CH:17]=2)=[O:13])[CH2:6][CH2:5]1)=[N+:2]=[N-:3] |f:2.3|. Procedure: To a solution of benzyl 4-azido-5-hydroxyazepane-1-carboxylate (1.0 g, 3.45 mmol) in dry DCM (10 ml) was added deoxo-Fluor® (1.6 mL, 8.62 mmol, 50% in THF) and the mixture was stirred at room temperature for 18 hr. Saturated aqueous NaHCO3 solution was added (20 mL) and the mixture was extracted with DCM (100 mL). The organic layer was washed with saturated aqueous NaHCO3 solution (20 mL), separated, dried over MgSO4 and concentrated under reduced pressure. The residue was purified via silica ge... Starting materials: C(=O)(O)[O-].[Na+] (NaHCO3), N(=[N+]=[N-])C1CCN(CCC1O)C(=O)OCC1=CC=CC=C1 (benzyl 4-azido-5-hydroxyazepane-1-carboxylate), COCCN(CCOC)S(F)(F)F (deoxo-Fluor). The product is N(=[N+]=[N-])C1CCN(CCC1F)C(=O)OCC1=CC=CC=C1 (benzyl 4-azido-5-fluoroazepane-1-carboxylate). Conditions: time 18 hour.